Dataset: the Open Reaction Database (ORD), a public repository of structured organic reaction records. Task: describe an organic reaction: reactants, conditions, products, and yield Starting materials: O=C([O-])[O-], FC(F)(F)c1cccc2c(-c3cccc(Br)c3)n(Cc3ccccc3)nc12, [Cs+], [Cs+], [Cu]I, O=Cc1ccccc1O, c1ccncc1. The product is O=Cc1ccccc1Oc1cccc(-c2c3cccc(C(F)(F)F)c3nn2Cc2ccccc2)c1. As a reaction SMILES: [C:28](=[O:29])([O-:30])[O-:31].[CH2:1]([c:2]1[cH:3][cH:4][cH:5][cH:6][cH:7]1)[n:8]1[n:9][c:10]2[c:11]([C:24]([F:25])([F:26])[F:27])[cH:12][cH:13][cH:14][c:15]2[c:16]1-[c:17]1[cH:18][c:19]([Br:23])[cH:20][cH:21][cH:22]1.[Cs+:32].[Cs+:33].[Cu:49][I:50].[OH:34][c:35]1[c:36]([CH:37]=[O:38])[cH:39][cH:40][cH:41][cH:42]1.[cH:43]1[cH:44][cH:45][n:46][cH:47][cH:48]1>>[CH2:1]([c:2]1[cH:3][cH:4][cH:5][cH:6][cH:7]1)[n:8]1[n:9][c:10]2[c:11]([C:24]([F:25])([F:26])[F:27])[cH:12][cH:13][cH:14][c:15]2[c:16]1-[c:17]1[cH:18][c:19]([O:34][c:35]2[c:36]([CH:37]=[O:38])[cH:39][cH:40][cH:41][cH:42]2)[cH:20][cH:21][cH:22]1. The reactants are Oc1ccc(NCCCCCCBr)cc1, N#C[Na], CN(C)C=O. RXN SMILES: [Br:1][CH2:2][CH2:3][CH2:4][CH2:5][CH2:6][CH2:7][NH:8][c:9]1[cH:10][cH:11][c:12]([OH:15])[cH:13][cH:14]1.[Na:16][C:17]#[N:18].[O:19]=[CH:20][N:21]([CH3:22])[CH3:23]>>[CH2:2]([CH2:3][CH2:4][CH2:5][CH2:6][CH2:7][NH:8][c:9]1[cH:10][cH:11][c:12]([OH:15])[cH:13][cH:14]1)[C:17]#[N:18]. The product is N#CCCCCCCNc1ccc(O)cc1. Reactants: COC=1C(=CC2=C(N=CN2)C1)C(=O)O (6-methoxy-5-benzimidazole carboxylic acid), CCN=C=NCCCN(C)C.Cl (EDAC.HCl), C(C1=CC=CC=C1)C1CCNCC1 (4-benzylpiperidine). The reagents and catalysts are CN(C)C=1C=CN=CC1 (DMAP). Solvent: CN(C)C=O.C(Cl)Cl (DMF DCM). Yields the product COC=1C(=CC2=C(N=C(N2)N2CCC(CC2)CC2=CC=CC=C2)C1)C(=O)N (6-methoxy-(4-benzylpiperidinyl)benzimidazole-5-carboxamide). As a reaction SMILES: [CH3:1][O:2][C:3]1[C:4]([C:12]([OH:14])=O)=[CH:5][C:6]2[NH:10][CH:9]=[N:8][C:7]=2[CH:11]=1.CC[N:17]=C=NCCCN(C)C.Cl.[CH2:27]([CH:34]1[CH2:39][CH2:38][NH:37][CH2:36][CH2:35]1)[C:28]1[CH:33]=[CH:32][CH:31]=[CH:30][CH:29]=1>CN(C1C=CN=CC=1)C.CN(C=O)C.C(Cl)Cl>[CH3:1][O:2][C:3]1[C:4]([C:12]([NH2:17])=[O:14])=[CH:5][C:6]2[NH:10][C:9]([N:37]3[CH2:38][CH2:39][CH:34]([CH2:27][C:28]4[CH:33]=[CH:32][CH:31]=[CH:30][CH:29]=4)[CH2:35][CH2:36]3)=[N:8][C:7]=2[CH:11]=1 |f:1.2,5.6|. Procedure details: 6-methoxy-5-benzimidazole carboxylic acid, (1 equivalent) was treated with 1.1 equivalent of EDAC.HCl and 1 equivalent of 4-benzylpiperidine in the presence of a catalytic amount of DMAP in DMF/DCM 1:1 for 3–6 hrs. The reaction mixture was then concentrated and taken up in ethyl acetate. After washing with 5% aq. Sodium carbonate a solution of saturated sodium chloride, the organic layer was dried over anhydrous sodium sulfate and concentrated to give crude material. This crude material was puri... Starting materials: C1(=CC=CC=C1)P(C1=CC=CC=C1)C1=CC=CC=C1 (triphenylphosphine), C1(=CC=CC=C1)CCCC(CCCC1=CC=CC=C1)CO (1,7-diphenyl-4-hydroxymethylheptane), C(Br)(Br)(Br)Br (carbon tetrabromide). Solvent: C(Cl)Cl (methylene chloride), C(Cl)Cl (methylene chloride). Run at time 16 hour. Yields the product BrCC(CCCC1=CC=CC=C1)CCCC1=CC=CC=C1 (4-bromomethyl-1,7-diphenylheptane). The yield is 88.7%. RXN SMILES: C1(P(C2C=CC=CC=2)C2C=CC=CC=2)C=CC=CC=1.[C:20]1([CH2:26][CH2:27][CH2:28][CH:29]([CH2:39]O)[CH2:30][CH2:31][CH2:32][C:33]2[CH:38]=[CH:37][CH:36]=[CH:35][CH:34]=2)[CH:25]=[CH:24][CH:23]=[CH:22][CH:21]=1.C(Br)(Br)(Br)[Br:42]>C(Cl)Cl>[Br:42][CH2:39][CH:29]([CH2:30][CH2:31][CH2:32][C:33]1[CH:38]=[CH:37][CH:36]=[CH:35][CH:34]=1)[CH2:28][CH2:27][CH2:26][C:20]1[CH:25]=[CH:24][CH:23]=[CH:22][CH:21]=1. Procedure details: A solution of triphenylphosphine (0.885 g, 3.37 mmol) in methylene chloride (5 mL) was added to a solution of yield 1,7-diphenyl-4-hydroxymethylheptane (0.666 g, 2.36 mmol) and carbon tetrabromide (1.10 g, 3.33 mmol) in methylene chloride (10 mL) at 0° C. under nitrogen. After 16 h, the solvent was removed under reduced pressure and the residue was purified by silica gel chromatography, eluting with methylene chloride/hexanes (5% to 10%) to provide 4-bromomethyl-1,7-diphenylheptane (0.723 g, o9%... The reactants are F[B-](F)(F)F, CN1CCOCC1, O=C1C[NH2+]CCN1C1CCCC1, ClCCl, O=C(O)c1cc(Cc2cc(C(F)(F)C(F)(F)F)c(=O)[nH]n2)ccc1F, O=C([O-])C(F)(F)F, CN(C)C=O, CN(C)C(On1nnc2ccccc21)=[N+](C)C. The product is O=C(c1cc(Cc2cc(C(F)(F)C(F)(F)F)c(=O)[nH][nH+]2)ccc1F)N1CCN(C2CCCC2)C(=O)C1, O=C([O-])C(F)(F)F. As a reaction SMILES: [B-:45]([F:46])([F:47])([F:48])[F:49].[CH3:67][N:68]1[CH2:69][CH2:70][O:71][CH2:72][CH2:73]1.[CH:33]1([N:38]2[C:39](=[O:44])[CH2:40][NH2+:41][CH2:42][CH2:43]2)[CH2:34][CH2:35][CH2:36][CH2:37]1.[Cl:79][CH2:80][Cl:81].[F:1][c:2]1[c:3]([C:4](=[O:5])[OH:6])[cH:7][c:8]([CH2:11][c:12]2[n:13][nH:14][c:15](=[O:25])[c:16]([C:18]([C:19]([F:20])([F:21])[F:22])([F:23])[F:24])[cH:17]2)[cH:9][cH:10]1.[F:26][C:27]([C:28](=[O:29])[O-:30])([F:31])[F:32].[O:74]=[CH:75][N:76]([CH3:77])[CH3:78].[n:50]1([O:51][C:52]([N:53]([CH3:54])[CH3:55])=[N+:56]([CH3:57])[CH3:58])[c:59]2[cH:60][cH:61][cH:62][cH:63][c:64]2[n:65][n:66]1>>[F:1][c:2]1[c:3]([C:4](=[O:6])[N:41]2[CH2:40][C:39](=[O:44])[N:38]([CH:33]3[CH2:34][CH2:35][CH2:36][CH2:37]3)[CH2:43][CH2:42]2)[cH:7][c:8]([CH2:11][c:12]2[nH+:13][nH:14][c:15](=[O:25])[c:16]([C:18]([C:19]([F:20])([F:21])[F:22])([F:23])[F:24])[cH:17]2)[cH:9][cH:10]1.[F:26][C:27]([C:28](=[O:29])[O-:30])([F:31])[F:32]. The reactants are CC(C)(C)OC(=O)CBr, COc1ccc(CSC2CC(CNCc3cc(F)ccc3F)N(C(=O)OC(C)(C)C)C2)cc1, CC#N, [K+], [K+], O=C([O-])[O-]. Product: COc1ccc(CSC2CC(CN(CC(=O)OC(C)(C)C)Cc3cc(F)ccc3F)N(C(=O)OC(C)(C)C)C2)cc1. As a reaction SMILES: [Br:34][CH2:35][C:36](=[O:37])[O:38][C:39]([CH3:40])([CH3:41])[CH3:42].[C:1]([CH3:2])([CH3:3])([CH3:4])[O:5][C:6](=[O:7])[N:8]1[CH:9]([CH2:23][NH:24][CH2:25][c:26]2[c:27]([F:33])[cH:28][cH:29][c:30]([F:32])[cH:31]2)[CH2:10][CH:11]([S:13][CH2:14][c:15]2[cH:16][cH:17][c:18]([O:21][CH3:22])[cH:19][cH:20]2)[CH2:12]1.[CH3:49][C:50]#[N:51].[K+:43].[K+:44].[O-:45][C:46]([O-:47])=[O:48]>>[C:1]([CH3:2])([CH3:3])([CH3:4])[O:5][C:6](=[O:7])[N:8]1[CH:9]([CH2:23][N:24]([CH2:25][c:26]2[c:27]([F:33])[cH:28][cH:29][c:30]([F:32])[cH:31]2)[CH2:35][C:36](=[O:37])[O:38][C:39]([CH3:40])([CH3:41])[CH3:42])[CH2:10][CH:11]([S:13][CH2:14][c:15]2[cH:16][cH:17][c:18]([O:21][CH3:22])[cH:19][cH:20]2)[CH2:12]1. Product: CCCCCCCNC(=O)Nc1ncccc1[N+](=O)[O-]. As a reaction SMILES: [CH2:11]([CH2:12][CH2:13][CH2:14][CH2:15][CH2:16][CH3:17])[N:18]=[C:19]=[O:20].[CH3:21][N:22]([CH3:23])[c:24]1[cH:25][cH:26][n:27][cH:28][cH:29]1.[CH3:30][c:31]1[cH:32][cH:33][cH:34][cH:35][cH:36]1.[NH2:1][c:2]1[n:3][cH:4][cH:5][cH:6][c:7]1[N+:8](=[O:9])[O-:10]>>[NH:1]([c:2]1[n:3][cH:4][cH:5][cH:6][c:7]1[N+:8](=[O:9])[O-:10])[C:19]([NH:18][CH2:11][CH2:12][CH2:13][CH2:14][CH2:15][CH2:16][CH3:17])=[O:20]. The reactants are CCCCCCCN=C=O, CN(C)c1ccncc1, Cc1ccccc1, Nc1ncccc1[N+](=O)[O-]. The reactants are N (ammonia), C(C)(C)NC(C)C (diisopropylamine), C(CCC)[Li] (butyl lithium), O1CCCC1 (tetrahydrofuran), C1CCOC1 (THF), IC=1C=C2CCCC(C2=CC1)=NN1[C@@H](CCC1)COC ((S)—N-(6-iodo-3,4-dihydronaphthalen-1(2H)-ylidene)-2-(methoxymethyl)pyrrolidin-1-amine), O1CCCC1 (tetrahydrofuran), cupric chloride, dihydrate, ICCCCCC (1-iodohexane), O1CCCC1 (tetrahydrofuran). Solvent: O (water). Reaction conditions: temperature 0 celsius, time 2 hour. Yields the product C(CCCCC)[C@H]1C(C2=CC=C(C=C2CC1)I)=O ((R)-2-hexyl-6-iodo-3,4-dihydronaphthalen-1(2H)-one). RXN SMILES: C(NC(C)C)(C)C.C([Li])CCC.[I:13][C:14]1[CH:15]=[C:16]2[C:21](=[CH:22][CH:23]=1)[C:20](=NN1CCC[C@H]1COC)[CH2:19][CH2:18][CH2:17]2.I[CH2:34][CH2:35][CH2:36][CH2:37][CH2:38][CH3:39].N.[O:41]1CCCC1>O>[CH2:34]([C@@H:19]1[CH2:18][CH2:17][C:16]2[C:21](=[CH:22][CH:23]=[C:14]([I:13])[CH:15]=2)[C:20]1=[O:41])[CH2:35][CH2:36][CH2:37][CH2:38][CH3:39]. Procedure details: To a stirred solution of diisopropylamine (19.43 mL, 136 mmol) in anhydrous tetrahydrofuran (250 mL) was added butyl lithium solution (2.5 M in hexanes, 39.4 mL, 98 mmol) dropwise at 0° C. under nitrogen. The resulting solution was stirred at the same temperature for 15 min before a solution of (S)—N-(6-iodo-3,4-dihydronaphthalen-1(2H)-ylidene)-2-(methoxymethyl)pyrrolidin-1-amine (I-8B, 29.1 g, 76 mmol) in anhydrous tetrahydrofuran (100 mL) was added dropwise. The reaction solution was stirred a...